From a dataset of the Open Reaction Database (ORD), a public repository of structured organic reaction records. describe an organic reaction: reactants, conditions, products, and yield The reactants are C12(CCCC2O1)C=1C=C(C(=O)OCC)C=CC1 (Ethyl 3-(6-oxabicyclo[3.1.0]hex-1-yl)-benzoate), C([O-])(O)=O.[Na+] (sodium bicarbonate), B(F)(F)F.CCOCC (BF3.Et2O). Solvent: C(Cl)Cl (methylene chloride). Run at temperature 0 celsius, time 1 hour. Yields the product O=C1C(CCC1)C=1C=C(C(=O)OCC)C=CC1 (Ethyl 3-(2-oxocyclopentyl)benzoate), oil. As a reaction SMILES: [C:1]12([C:7]3[CH:8]=[C:9]([CH:15]=[CH:16][CH:17]=3)[C:10]([O:12][CH2:13][CH3:14])=[O:11])[O:6][CH:5]1[CH2:4][CH2:3][CH2:2]2.B(F)(F)F.CCOCC.C(=O)(O)[O-].[Na+]>C(Cl)Cl>[O:6]=[C:5]1[CH2:4][CH2:3][CH2:2][CH:1]1[C:7]1[CH:8]=[C:9]([CH:15]=[CH:16][CH:17]=1)[C:10]([O:12][CH2:13][CH3:14])=[O:11] |f:1.2,3.4|. Procedure details: 4 g (17.2 mmol) of ethyl 3-(6-oxabicyclo[3.1.0]hex-1-yl)benzoate (6) and 50 ml of methylene chloride are introduced into a round-bottomed flask. The mixture is cooled to 0° C. and then 2.2 ml (17.2 mmol) of BF3.Et2O are added dropwise. The reaction mixture is stirred at 0° C. for 1 hour and then 25 ml of a saturated aqueous sodium bicarbonate solution are added. The mixture is separated by settling and the aqueous phase extracted with methylene chloride. The combined organic phases are dried ove... The reactants are NN (Hydrazine), ClC=1C(=C(CN2CCC(CC2)(F)CN2C(C3=CC=CC=C3C2=O)=O)C=C(C1)Cl)O (2-[1-(3,5-dichloro-2-hydroxy-benzyl)-4-fluoro-piperidin-4-ylmethyl]-isoindole-1,3-dione). Run in C(C)O (ethanol). Conditions: time 5 hour. Product: NCC1(CCN(CC1)CC1=C(C(=CC(=C1)Cl)Cl)O)F (2-(4-aminomethyl-4-fluoro-piperidin-1-ylmethyl)-4,6-dichlorophenol). Reaction SMILES: NN.[Cl:3][C:4]1[C:5]([OH:31])=[C:6]([CH:27]=[C:28]([Cl:30])[CH:29]=1)[CH2:7][N:8]1[CH2:13][CH2:12][C:11]([CH2:15][N:16]2C(=O)C3C(=CC=CC=3)C2=O)([F:14])[CH2:10][CH2:9]1>C(O)C>[NH2:16][CH2:15][C:11]1([F:14])[CH2:12][CH2:13][N:8]([CH2:7][C:6]2[CH:27]=[C:28]([Cl:30])[CH:29]=[C:4]([Cl:3])[C:5]=2[OH:31])[CH2:9][CH2:10]1. Reported procedure: Hydrazine (10 ml) was added to a solution of 2-[1-(3,5-dichloro-2-hydroxy-benzyl)-4-fluoro-piperidin-4-ylmethyl]-isoindole-1,3-dione (20.7 g) in ethanol (600 ml). The obtained solution was stirred for 5 hours while heating to reflux, and then subjected to heated filtration. The filtrate was concentrated, water was added to the residue, and then extraction with dichloromethane was followed by concentration. The obtained residue was recrystallized from isopropyl ether-pentane to obtain 2-(4-aminom... Reactants: FC=1C=C(CC=2C(NC=CC2)=S)C=C(C1)F (3-(3,5-difluorobenzyl)pyridine-2-thione), CI (methyl iodide). Solvent: CO (methanol). Yields the product FC=1C=C(CC=2C(=NC=CC2)SC)C=C(C1)F (3-(3,5-difluorobenzyl)-2-methylmercaptopyridine). RXN SMILES: [F:1][C:2]1[CH:3]=[C:4]([CH:13]=[C:14]([F:16])[CH:15]=1)[CH2:5][C:6]1[C:7](=[S:12])[NH:8][CH:9]=[CH:10][CH:11]=1.[CH3:17]I>CO>[F:16][C:14]1[CH:13]=[C:4]([CH:3]=[C:2]([F:1])[CH:15]=1)[CH2:5][C:6]1[C:7]([S:12][CH3:17])=[N:8][CH:9]=[CH:10][CH:11]=1. Reported procedure: The reaction of 3-(3,5-difluorobenzyl)pyridine-2-thione, prepared in Example 10, with methyl iodide in methanol in the presence of base by standard techniques yields 3-(3,5-difluorobenzyl)-2-methylmercaptopyridine.